From a dataset of the Open Reaction Database (ORD), a public repository of structured organic reaction records. describe an organic reaction: reactants, conditions, products, and yield Starting materials: COC1=CC=C(CN(C2=NC=C(C=N2)C=2C3=C(N=C(N2)N2CCOCC2)NCC3)CC3=CC=C(C=C3)OC)C=C1 (bis-(4-methoxy-benzyl)-[5-(2-morpholin-4-yl-6,7-dihydro-5H-pyrrolo[2,3-d]pyrimidin-4-yl)-pyrimidin-2-yl]-amine), BrC=1C=C(C=NC1)S(=O)(=O)N1CCOCC1 (4-(5-bromo-pyridine-3-sulfonyl)-morpholine). The product is COC1=CC=C(CN(C2=NC=C(C=N2)C=2C3=C(N=C(N2)N2CCOCC2)N(CC3)C=3C=NC=C(C3)S(=O)(=O)N3CCOCC3)CC3=CC=C(C=C3)OC)C=C1 (bis-(4-methoxy-benzyl)-(5-{7-[5-(morpholine-4-sulfonyl)-pyridin-3-yl]-2-morpholin-4-yl-6,7-dihydro-5H-pyrrolo[2,3-d]pyrimidin-4-yl}-pyrimidin-2-yl)-amine). As a reaction SMILES: [CH3:1][O:2][C:3]1[CH:40]=[CH:39][C:6]([CH2:7][N:8]([CH2:30][C:31]2[CH:36]=[CH:35][C:34]([O:37][CH3:38])=[CH:33][CH:32]=2)[C:9]2[N:14]=[CH:13][C:12]([C:15]3[C:16]4[CH2:29][CH2:28][NH:27][C:17]=4[N:18]=[C:19]([N:21]4[CH2:26][CH2:25][O:24][CH2:23][CH2:22]4)[N:20]=3)=[CH:11][N:10]=2)=[CH:5][CH:4]=1.Br[C:42]1[CH:43]=[C:44]([S:48]([N:51]2[CH2:56][CH2:55][O:54][CH2:53][CH2:52]2)(=[O:50])=[O:49])[CH:45]=[N:46][CH:47]=1>>[CH3:38][O:37][C:34]1[CH:33]=[CH:32][C:31]([CH2:30][N:8]([CH2:7][C:6]2[CH:5]=[CH:4][C:3]([O:2][CH3:1])=[CH:40][CH:39]=2)[C:9]2[N:10]=[CH:11][C:12]([C:15]3[C:16]4[CH2:29][CH2:28][N:27]([C:42]5[CH:47]=[N:46][CH:45]=[C:44]([S:48]([N:51]6[CH2:52][CH2:53][O:54][CH2:55][CH2:56]6)(=[O:50])=[O:49])[CH:43]=5)[C:17]=4[N:18]=[C:19]([N:21]4[CH2:26][CH2:25][O:24][CH2:23][CH2:22]4)[N:20]=3)=[CH:13][N:14]=2)=[CH:36][CH:35]=1. Procedure: Using bis-(4-methoxy-benzyl)-[5-(2-morpholin-4-yl-6,7-dihydro-5H-pyrrolo[2,3-d]pyrimidin-4-yl)-pyrimidin-2-yl]-amine (100 mg) and 4-(5-bromo-pyridine-3-sulfonyl)-morpholine (prepared from 5-bromo-pyridine-3-sulfonyl chloride and morpholine, 60 mg) instead of 4-bromobenzoic acid methyl ester used in Example 1-D-8, in the same manner as Example 1-D-07, a crude product of bis-(4-methoxy-benzyl)-(5-{7-[5-(morpholine-4-sulfonyl)-pyridin-3-yl]-2-morpholin-4-yl-6,7-dihydro-5H-pyrrolo[2,3-d]pyrimidin-4-... Reactants: Cl (hydrochloric acid), C[O-].[Na+] (sodium methoxide), C(C)(=O)N1CCC(CC1)CCC(=O)C1=CC=C(N)C=C1 (4-[3-(1-acetylpiperidin-4-yl)propanoyl]aniline), ClC=1C2=C(N=CN1)CCC2 (4-chloro-5,6-dihydro-7H-cyclopenta[d]pyrimidine). The solvent is C(Cl)(Cl)Cl (chloroform), C(Cl)(Cl)Cl (chloroform). Yields the product N1=CN=C(C2=C1CCC2)NC2=CC=C(C=C2)C(CCC2CCN(CC2)C(C)=O)=O (N-(5,6-dihydro-7H-cyclopenta[d]pyrimidin-4-yl)-4-[3(1-acetylpiperidin-4-yl)propanoyl]aniline). Yield: 95.1%. Reaction SMILES: [C:1]([N:4]1[CH2:9][CH2:8][CH:7]([CH2:10][CH2:11][C:12]([C:14]2[CH:20]=[CH:19][C:17]([NH2:18])=[CH:16][CH:15]=2)=[O:13])[CH2:6][CH2:5]1)(=[O:3])[CH3:2].Cl[C:22]1[C:23]2[CH2:30][CH2:29][CH2:28][C:24]=2[N:25]=[CH:26][N:27]=1.Cl.C[O-].[Na+]>C(Cl)(Cl)Cl>[N:25]1[C:24]2[CH2:28][CH2:29][CH2:30][C:23]=2[C:22]([NH:18][C:17]2[CH:19]=[CH:20][C:14]([C:12](=[O:13])[CH2:11][CH2:10][CH:7]3[CH2:8][CH2:9][N:4]([C:1](=[O:3])[CH3:2])[CH2:5][CH2:6]3)=[CH:15][CH:16]=2)=[N:27][CH:26]=1 |f:3.4|. Reported procedure: To 80 ml of chloroform were added 4.53 g of 4-[3-(1-acetylpiperidin-4-yl)propanoyl]aniline and 3.83 g of 4-chloro-5,6-dihydro-7H-cyclopenta[d]pyrimidine, and after adding 10 ml of a chloroform solution of hydrochloric acid (containing 0.9 g of hydrochloric acid), the mixture was refluxed under heating for 5 hours. After completion of the reaction, a 28% sodium methoxide was added to the mixture under ice cooling to make it alkaline and then the solvent was removed by distillation under reduced p... Reactants: CC1C(=NNC(S1)=O)C=1C=C2CC(NC2=CC1)=O (5-(3,6-dihydro-6-methyl-2-oxo-2H-1,3,4-thiadiazin-5-yl)-1,3-dihydro-2H-indol-2-one), N1=CC(=CC=C1)C=O (pyridine 3-carboxaldehyde). The product is CC1C(=NNC(S1)=O)C=1C=C2C(C(NC2=CC1)=O)=CC=1C=NC=CC1 (1,3-Dihydro-5-(3,6-dihydro-6-methyl-2-oxo-2H-1,3,4-thiadiazin-5-yl)-3-(3-pyridylmethylene)-2H-indol-2-one). The yield is 75.0%. Reaction SMILES: [CH3:1][CH:2]1[S:7][C:6](=[O:8])[NH:5][N:4]=[C:3]1[C:9]1[CH:10]=[C:11]2[C:15](=[CH:16][CH:17]=1)[NH:14][C:13](=[O:18])[CH2:12]2.[N:19]1[CH:24]=[CH:23][CH:22]=[C:21]([CH:25]=O)[CH:20]=1>>[CH3:1][CH:2]1[S:7][C:6](=[O:8])[NH:5][N:4]=[C:3]1[C:9]1[CH:10]=[C:11]2[C:15](=[CH:16][CH:17]=1)[NH:14][C:13](=[O:18])[C:12]2=[CH:25][C:21]1[CH:20]=[N:19][CH:24]=[CH:23][CH:22]=1. Procedure: Starting from 5-(3,6-dihydro-6-methyl-2-oxo-2H-1,3,4-thiadiazin-5-yl)-1,3-dihydro-2H-indol-2-one and pyridine 3-carboxaldehyde and following the method described in Example 10, the desired compound was obtained. Starting materials: compound, C(C)(=O)NC1C(C2=C(C=CC(=C2CC1)OC)NC(C)=O)=O (2,8-Diacetylamino-5-methoxy-1-tetralone), C(C)(=O)NC1C(C2=C(C=CC=C2CC1)NC(C)=O)=O (2,8-diacetylamino-1-tetralone). The product is C(C)(=O)NC1C(C2=C(C=CC(=C2CC1)OC)N)=O (2-Acetylamino-8-amino-5-methoxy-1-tetralone). As a reaction SMILES: [C:1]([NH:4][CH:5]1[CH2:14][CH2:13][C:12]2[C:7](=[C:8]([NH:17]C(=O)C)[CH:9]=[CH:10][C:11]=2[O:15][CH3:16])[C:6]1=[O:21])(=[O:3])[CH3:2].C(NC1CCC2C(=C(NC(=O)C)C=CC=2)C1=O)(=O)C>>[C:1]([NH:4][CH:5]1[CH2:14][CH2:13][C:12]2[C:7](=[C:8]([NH2:17])[CH:9]=[CH:10][C:11]=2[O:15][CH3:16])[C:6]1=[O:21])(=[O:3])[CH3:2]. Procedure: The same procedure as in Example 1-(4) was carried out, except that 200 mg of the compound prepared in (2) above was used instead of 2,8-diacetylamino-1-tetralone. Upon the post-treatment in the same manner as in Example 1-(4), 130 mg of the title compound was obtained. Reactants: O(C1=CC=CC=C1)C1CCC(CC1)=O (4-phenoxy-cyclohexanone), C=O (paraformaldehyde), Cl.CNC (dimethylamine hydrochloride). Solvent: C(C)(=O)O (acetic acid), CC(CC)=O (2-butanone). The product is Cl.CN(C)CC1C(CCC(C1)OC1=CC=CC=C1)=O (2-dimethylaminomethyl-4-phenoxy-cyclohexanone hydrochloride). Isolated yield 40.2%. RXN SMILES: [O:1]([CH:8]1[CH2:13][CH2:12][C:11](=[O:14])[CH2:10][CH2:9]1)[C:2]1[CH:7]=[CH:6][CH:5]=[CH:4][CH:3]=1.[CH2:15]=O.[ClH:17].[CH3:18][NH:19][CH3:20]>C(O)(=O)C.CC(=O)CC>[ClH:17].[CH3:18][N:19]([CH2:15][CH:10]1[CH2:9][CH:8]([O:1][C:2]2[CH:7]=[CH:6][CH:5]=[CH:4][CH:3]=2)[CH2:13][CH2:12][C:11]1=[O:14])[CH3:20] |f:2.3,6.7|. Procedure details: 9.5 g (50 mmole) 4-phenoxy-cyclohexanone (26), 0.765 g (25 mmole) paraformaldehyde and 2.08 g (25 mmole) dimethylamine hydrochloride were heated for 20 minutes in 17 ml acetic acid in an oil bath at a temperature of 105° C. Thereafter the solvent was distilled off under vacuum, the residue was treated twice with 2-butanone, and the 2-butanone was subsequently distilled off under vacuum. The salt obtained was taken up in 30 ml 2-butanone. 2.85 g of compound (27) (40% theoretical) were obtained.